Dataset: the Open Reaction Database (ORD), a public repository of structured organic reaction records. Task: describe an organic reaction: reactants, conditions, products, and yield Yields the product Cc1cc(-c2ccccc2)cnc1N1CCN(C(=O)c2ccc(N3C(=O)OCC3C)cc2)CC1. RXN SMILES: [Br:1][c:2]1[cH:3][c:4]([CH3:29])[c:5]([N:8]2[CH2:9][CH2:10][N:11]([C:14](=[O:15])[c:16]3[cH:17][cH:18][c:19]([N:22]4[C:23](=[O:28])[O:24][CH2:25][CH:26]4[CH3:27])[cH:20][cH:21]3)[CH2:12][CH2:13]2)[n:6][cH:7]1.[OH:30][B:31]([OH:32])[c:33]1[cH:34][cH:35][cH:36][cH:37][cH:38]1>>[c:2]1(-[c:33]2[cH:34][cH:35][cH:36][cH:37][cH:38]2)[cH:3][c:4]([CH3:29])[c:5]([N:8]2[CH2:9][CH2:10][N:11]([C:14](=[O:15])[c:16]3[cH:17][cH:18][c:19]([N:22]4[C:23](=[O:28])[O:24][CH2:25][CH:26]4[CH3:27])[cH:20][cH:21]3)[CH2:12][CH2:13]2)[n:6][cH:7]1. Starting materials: Cc1cc(Br)cnc1N1CCN(C(=O)c2ccc(N3C(=O)OCC3C)cc2)CC1, OB(O)c1ccccc1.